This data is from the Open Reaction Database (ORD), a public repository of structured organic reaction records. The task is: describe an organic reaction: reactants, conditions, products, and yield Reactants: CCOC(C)=O, [O-][I+3]([O-])([O-])[O-], [Na+], O, O, CC1N(C(=O)OC(C)(C)C)CCC1(C)O, O=[Ru]=O. Product: CC1N(C(=O)OC(C)(C)C)C(=O)CC1(C)O. RXN SMILES: [CH3:23][CH2:24][O:25][C:26](=[O:27])[CH3:28].[I+3:17]([O-:18])([O-:19])([O-:20])[O-:21].[Na+:22].[OH2:16].[OH2:29].[OH:1][C:2]1([CH3:15])[CH:3]([CH3:14])[N:4]([C:7](=[O:8])[O:9][C:10]([CH3:11])([CH3:12])[CH3:13])[CH2:5][CH2:6]1.[Ru:30](=[O:31])=[O:32]>>[OH:1][C:2]1([CH3:15])[CH:3]([CH3:14])[N:4]([C:7](=[O:8])[O:9][C:10]([CH3:11])([CH3:12])[CH3:13])[C:5](=[O:18])[CH2:6]1. Procedure details: To the solution of 2,2,2-trifluoro-N-((1-(2-hydroxyethyl)piperidin-4-yl)methyl)-N-(trans-2-phenylcyclopropyl)acetamide (40 mg, 0.108 mmol) in ethanol (2 mL) was added 1 M NaOH (1 mL, 1.000 mmol). The reaction was heated to 80° C. for 1 hr. Then 10 ml of ethyl acetate was added. Layers were separated, organic layer was washed with brine, dried over MgSO4, filtered and evaporated. The oil was purified on preparative HPLC (5 to 70% AcCN: H2O gradient with 0.1% formic acid modifier). The fractions w... The yield is 32.4%. The reactants are FC(C(=O)N([C@H]1[C@@H](C1)C1=CC=CC=C1)CC1CCN(CC1)CCO)(F)F (2,2,2-trifluoro-N-((1-(2-hydroxyethyl)piperidin-4-yl)methyl)-N-(trans-2-phenylcyclopropyl)acetamide), [OH-].[Na+] (NaOH), C(C)(=O)OCC (ethyl acetate). Conditions: temperature 80 celsius. RXN SMILES: FC(F)(F)C([N:5]([CH2:15][CH:16]1[CH2:21][CH2:20][N:19]([CH2:22][CH2:23][OH:24])[CH2:18][CH2:17]1)[C@@H:6]1[CH2:8][C@H:7]1[C:9]1[CH:14]=[CH:13][CH:12]=[CH:11][CH:10]=1)=O.[OH-].[Na+].C(OCC)(=O)C>C(O)C>[C:9]1([C@@H:7]2[CH2:8][C@H:6]2[NH:5][CH2:15][CH:16]2[CH2:21][CH2:20][N:19]([CH2:22][CH2:23][OH:24])[CH2:18][CH2:17]2)[CH:10]=[CH:11][CH:12]=[CH:13][CH:14]=1 |f:1.2|. The solvent is C(C)O (ethanol). Product: C1(=CC=CC=C1)[C@H]1[C@@H](C1)NCC1CCN(CC1)CCO (2-(4-(((trans-2-phenylcyclopropyl)amino)methyl)piperidin-1-yl)ethanol).